From a dataset of the Open Reaction Database (ORD), a public repository of structured organic reaction records. describe an organic reaction: reactants, conditions, products, and yield The reactants are C(C1=CC=CC=C1)(=O)OC1=C(C(=C(C=C1)O)C)C (4-benzoyloxy-2,3-dimethylphenol), COC(=C)C=C (2-methoxybutadiene). Product: C(C1=CC=CC=C1)(=O)OC=1C=C2CCC(OC2=C(C1C)C)(C)OC ((±)-6-benzoyloxy-2-methoxy-2,7,8-trimethylchroman). RXN SMILES: [C:1]([O:9][C:10]1[CH:15]=[CH:14][C:13]([OH:16])=[C:12]([CH3:17])[C:11]=1[CH3:18])(=[O:8])[C:2]1[CH:7]=[CH:6][CH:5]=[CH:4][CH:3]=1.[CH3:19][O:20][C:21]([CH:23]=[CH2:24])=[CH2:22]>>[C:1]([O:9][C:10]1[CH:15]=[C:14]2[C:13](=[C:12]([CH3:17])[C:11]=1[CH3:18])[O:16][C:21]([O:20][CH3:19])([CH3:22])[CH2:23][CH2:24]2)(=[O:8])[C:2]1[CH:7]=[CH:6][CH:5]=[CH:4][CH:3]=1. Reported procedure: By the manner of Example 45, 4-benzoyloxy-2,3-dimethylphenol was reacted with 2-methoxybutadiene to give (±)-6-benzoyloxy-2-methoxy-2,7,8-trimethylchroman as a white powder, m.p. 101.5°-102.5°, from ether-30°-60° petroleum ether. RXN SMILES: [OH:1][CH2:2][CH2:3][N:4]1[CH:13]=[CH:12][C:11]2[C:6](=[CH:7][CH:8]=[CH:9][C:10]=2[N+:14]([O-])=O)[C:5]1=[O:17].CO.[H][H]>>[NH2:14][C:10]1[CH:9]=[CH:8][CH:7]=[C:6]2[C:11]=1[CH:12]=[CH:13][N:4]([CH2:3][CH2:2][OH:1])[C:5]2=[O:17]. Yields the product NC1=C2C=CN(C(C2=CC=C1)=O)CCO (5-Amino-2-(2-hydroxyethyl)isoquinolin-1(2H)-one). Reaction conditions: time 8 hour. Procedure: Into a 500 ml round bottom flask was combined 2-(2-hydroxyethyl)-5-nitroisoquinolin-1(2H)-one (2.0 g, 0.0085 mol) palladium on C (0.09 g, 0.0008 mol), and methanol (100 mL, 2 mol). The vessel was charged with hydrogen and evacuated three times and stirred under hydrogen at 1 atm. overnight. The mixture was filtered over Celite and the filtrate was removed under reduced pressure to yield the title compound as a light brown solid. It was taken onto the next step without further purification. Reactants: OCCN1C(C2=CC=CC(=C2C=C1)[N+](=O)[O-])=O (2-(2-hydroxyethyl)-5-nitroisoquinolin-1(2H)-one), CO (methanol), [H][H] (hydrogen). Starting materials: C([O-])([O-])=O.[Cs+].[Cs+] (Cesium carbonate), BrCC(=O)N1CCOCC1 (2-bromo-1-morpholin-4-yl-ethanone), NC1=NC=2C=CC(=CC2C2=C1N=C(N2CCC)COCC)O (4-amino-2-(ethoxymethyl)-1-propyl-1H-imidazo[4,5-c]quinolin-8-ol), CN(C)C=O (DMF). The solvent is O (water). Run at temperature 75 celsius, time 30 minute. Product: C(C)OCC=1N(C2=C(C(=NC=3C=CC(=CC23)OCC(=O)N2CCOCC2)N)N1)CCC (2-(ethoxymethyl)-8-(2-morpholin-4-yl-2-oxoethoxy)-1-propyl-1H-imidazo[4,5-c]quinolin-4-amine). Isolated yield 46.9%. As a reaction SMILES: C(=O)([O-])[O-].[Cs+].[Cs+].Br[CH2:8][C:9]([N:11]1[CH2:16][CH2:15][O:14][CH2:13][CH2:12]1)=[O:10].[NH2:17][C:18]1[C:27]2[N:28]=[C:29]([CH2:34][O:35][CH2:36][CH3:37])[N:30]([CH2:31][CH2:32][CH3:33])[C:26]=2[C:25]2[CH:24]=[C:23]([OH:38])[CH:22]=[CH:21][C:20]=2[N:19]=1.CN(C=O)C>O>[CH2:36]([O:35][CH2:34][C:29]1[N:30]([CH2:31][CH2:32][CH3:33])[C:26]2[C:25]3[CH:24]=[C:23]([O:38][CH2:8][C:9]([N:11]4[CH2:16][CH2:15][O:14][CH2:13][CH2:12]4)=[O:10])[CH:22]=[CH:21][C:20]=3[N:19]=[C:18]([NH2:17])[C:27]=2[N:28]=1)[CH3:37] |f:0.1.2|. Procedure: Cesium carbonate (1.62 g, 5.00 mmol) was added to a solution of 2-bromo-1-morpholin-4-yl-ethanone (414 mg, 1.99 mmol), 4-amino-2-(ethoxymethyl)-1-propyl-1H-imidazo[4,5-c]quinolin-8-ol (500 mg, 1.66 mmol), and anhydrous DMF (20 mL). The reaction mixture was heated at 75° C. overnight, allowed to cool, and poured into deionized water (300 mL). The resulting mixture was stirred for 30 minutes and then extracted with chloroform (3×100 mL). The combined organic fractions were dried over magnesium sul... Starting materials: C(C=C)O (allyl alcohol), C(C)(=O)OC(C)=O (acetic anhydride), C(C)(=O)O (acetic acid), C(CCCCCCC\C=C/CCCCCCCC)(=O)OC (methyl oleate). Yields the product C(C)(=O)[O-] (acetate), C(CCCCCCC\C=C/CCCCCCCC)(=O)[O-] (oleate). RXN SMILES: C(O)C=C.[C:5]([O:8]C(=O)C)(=[O:7])[CH3:6].C(O)(=O)C.[C:16]([O:35]C)(=[O:34])[CH2:17][CH2:18][CH2:19][CH2:20][CH2:21][CH2:22][CH2:23]/[CH:24]=[CH:25]\[CH2:26][CH2:27][CH2:28][CH2:29][CH2:30][CH2:31][CH2:32][CH3:33]>>[C:5]([O-:8])(=[O:7])[CH3:6].[C:16]([O-:35])(=[O:34])[CH2:17][CH2:18][CH2:19][CH2:20][CH2:21][CH2:22][CH2:23]/[CH:24]=[CH:25]\[CH2:26][CH2:27][CH2:28][CH2:29][CH2:30][CH2:31][CH2:32][CH3:33]. Reported procedure: Polyallyl acetate is prepared as described by Bartlett and Altschul, cited above. A 500-mL reaction flask equipped with a thermometer, stirrer, and reflux condenser is charged with 1.5 moles (102 mL) of allyl alcohol, 0.75 mole (71 mL) of acetic anhydride, and 1.5 moles (86 mL) acetic acid. Five mL concentrated sulfuric is added and the mixture heated under reflux for two hours. The mixture is poured slowly with stirring into ice water, and extracted with ice-cold sodium carbonate and cold satur... Starting materials: FC(C(CC(=O)C=1SC2=C(N1)C=CC(=C2)Cl)=O)(F)F (4,4,4-trifluoro-1-(6-chlorobenzothiazol-2-yl)butane-1,3-dione), Cl.S(N)(=O)(=O)C1=CC=C(C=C1)NN (4-sulfamoylphenylhydrazine hydrochloride). Product: ClC1=CC2=C(N=C(S2)C2=CC(=NN2C2=CC=C(C=C2)S(=O)(=O)N)C(F)(F)F)C=C1 (4-[5-(6-chlorobenzothiazol-2-yl)-3-trifluoromethyl-1H-pyrazol-1-yl]benzenesulfonamide). As a reaction SMILES: [F:1][C:2]([F:19])([F:18])[C:3](=O)[CH2:4][C:5]([C:7]1[S:8][C:9]2[CH:15]=[C:14]([Cl:16])[CH:13]=[CH:12][C:10]=2[N:11]=1)=O.Cl.[S:21]([C:25]1[CH:30]=[CH:29][C:28]([NH:31][NH2:32])=[CH:27][CH:26]=1)(=[O:24])(=[O:23])[NH2:22]>>[Cl:16][C:14]1[CH:13]=[CH:12][C:10]2[N:11]=[C:7]([C:5]3[N:31]([C:28]4[CH:27]=[CH:26][C:25]([S:21]([NH2:22])(=[O:24])=[O:23])=[CH:30][CH:29]=4)[N:32]=[C:3]([C:2]([F:19])([F:18])[F:1])[CH:4]=3)[S:8][C:9]=2[CH:15]=1 |f:1.2|. Reported procedure: The procedure of Example 9 was repeated using 4,4,4-trifluoro-1-(6-chlorobenzothiazol-2-yl)butane-1,3-dione and 4-sulfamoylphenylhydrazine hydrochloride as the starting materials to obtain 4-[5-(6-chlorobenzothiazol-2-yl)-3-trifluoromethyl-1H-pyrazol-1-yl]benzenesulfonamide. NMR(CDCl3 -DMSO-d6) δ: 6.91 (2H, bs), 7.30-7.49 (2H, m), 7.63 (2H, d, J=8.9 Hz), 7.88-7.91 (2H, m), 8.05 (2H, d, J=8.9 Hz); mp 254-255° C. (ethanol) Starting materials: aqueous solution, Cl.N1=CC(=CC=C1)CCl (3-pyridylmethyl chloride hydrochloride), ice water, aqueous solution, CN (methylamine). The solvent is solution. Run at time 2 hour. Yields the product CNCC=1C=NC=CC1 (N-Methyl-N-3-pyridylmethylamine). Isolated yield 42.6%. As a reaction SMILES: [CH3:1][NH2:2].Cl.[N:4]1[CH:9]=[CH:8][CH:7]=[C:6]([CH2:10]Cl)[CH:5]=1>>[CH3:1][NH:2][CH2:10][C:6]1[CH:5]=[N:4][CH:9]=[CH:8][CH:7]=1 |f:1.2|. Reported procedure: To 25 ml of a 20% aqueous solution of NAOH stirred under cooling with ice-water, a 40% aqueous solution of methylamine (13.6 g, 0.175 mole) was added dropwise over 5 minutes, followed by further dropwise addition of an aqueous solution (10 ml) of 8.2 g (0.05 mole) of 3-pyridylmethyl chloride hydrochloride over 10 minutes. The mixture was further stirred at room temperature for 2 hours and, then, extracted with CH2Cl2 (100 ml×3). The extract was dried over MgSO4 and distilled to remove the solven...